From a dataset of the Open Reaction Database (ORD), a public repository of structured organic reaction records. describe an organic reaction: reactants, conditions, products, and yield Reactants: C(C)(=O)C1=CC=C(C=C1)N1C[C@H](CC1)N[C@H](C)C1=CC=CC2=CC=CC=C12 ((S)-1-(4-acetylphenyl)pyrrolidin-3-yl-[(R)-1-(naphthalen-1-yl)ethyl]amine), C1(=CC=CC2=CC=CC=C12)[C@@H](C)N[C@@H]1CN(CC1)C1=NC=CC=N1 ((R)-1-(naphthalen-1-yl)ethyl-[(S)-1-(pyrimidin-2-yl)pyrrolidin-3-yl]amine), solution, Cl (hydrochloric acid). Run in C(C)(=O)OCC (ethyl acetate), C(C)(=O)OCC (ethyl acetate). Yields the product Cl.Cl.C1(=CC=CC2=CC=CC=C12)[C@@H](C)N[C@@H]1CN(CC1)C1=NC=CC=N1 ((R)-1-(naphthalen-1-yl)ethyl-[(S)-1-(pyrimidin-2-yl)pyrrolidin-3-yl]amine dihydrochloride). Reaction SMILES: C(C1C=CC(N2CC[C@H](N[C@@H](C3C4C(=CC=CC=4)C=CC=3)C)C2)=CC=1)(=O)C.[C:28]1([C@H:38]([NH:40][C@H:41]2[CH2:45][CH2:44][N:43]([C:46]3[N:51]=[CH:50][CH:49]=[CH:48][N:47]=3)[CH2:42]2)[CH3:39])[C:37]2[C:32](=[CH:33][CH:34]=[CH:35][CH:36]=2)[CH:31]=[CH:30][CH:29]=1.[ClH:52]>C(OCC)(=O)C>[ClH:52].[ClH:52].[C:28]1([C@H:38]([NH:40][C@H:41]2[CH2:45][CH2:44][N:43]([C:46]3[N:47]=[CH:48][CH:49]=[CH:50][N:51]=3)[CH2:42]2)[CH3:39])[C:37]2[C:32](=[CH:33][CH:34]=[CH:35][CH:36]=2)[CH:31]=[CH:30][CH:29]=1 |f:4.5.6|. Reported procedure: To a suspension of 156.6 mg of (S)-3-[(R)-1-(naphthalen-1-yl)ethylamino]pyrrolidine dihydrochloride in 5 ml of dioxane were added 87.4 mg of 2-bromopyrimidine and 207 mg of diisopropylethylamine, and the mixture was stirred under reflux for 16 hours. The reaction mixture was evaporated, and to the residue were added a saturated aqueous sodium bicarbonate solution and chloroform, the mixture was stirred and the liquids were separated. The organic layer was dried, the solvent was evaporated, and t... Product: C1(=CC=CC2=CC=CC=C12)OC([C@@H](NC([C@@H](NC(=O)OCC1=CC=CC=C1)CC1=CC=CC=C1)=O)CCCN(C(NC(=O)OCC1=CC=CC=C1)=N)C(=O)OCC1=CC=CC=C1)=O (benzyloxycarbonyl-L-phenylalanyl-Nδ,Nω -dibenzyloxycarbonyl-L-arginine 1-naphthyl ester). Isolated yield 43.1%. RXN SMILES: [CH2:1]([O:8][C:9]([NH:11][C@H:12]([C:20]([OH:22])=O)[CH2:13][C:14]1[CH:19]=[CH:18][CH:17]=[CH:16][CH:15]=1)=[O:10])[C:2]1[CH:7]=[CH:6][CH:5]=[CH:4][CH:3]=1.FC(F)(F)C(O)=O.[C:30]1([O:40][C:41](=[O:71])[C@H:42]([CH2:44][CH2:45][CH2:46][N:47]([C:61]([O:63][CH2:64][C:65]2[CH:70]=[CH:69][CH:68]=[CH:67][CH:66]=2)=[O:62])[C:48](=[NH:60])[NH:49][C:50]([O:52][CH2:53][C:54]2[CH:59]=[CH:58][CH:57]=[CH:56][CH:55]=2)=[O:51])[NH2:43])[C:39]2[C:34](=[CH:35][CH:36]=[CH:37][CH:38]=2)[CH:33]=[CH:32][CH:31]=1.C1(N=C=NC2CCCCC2)CCCCC1.ON1C2C=CC=CC=2N=N1>CN(C)C=O.C(N(CC)CC)C>[C:30]1([O:40][C:41](=[O:71])[C@H:42]([CH2:44][CH2:45][CH2:46][N:47]([C:61]([O:63][CH2:64][C:65]2[CH:70]=[CH:69][CH:68]=[CH:67][CH:66]=2)=[O:62])[C:48](=[NH:60])[NH:49][C:50]([O:52][CH2:53][C:54]2[CH:55]=[CH:56][CH:57]=[CH:58][CH:59]=2)=[O:51])[NH:43][C:20](=[O:22])[C@H:12]([CH2:13][C:14]2[CH:15]=[CH:16][CH:17]=[CH:18][CH:19]=2)[NH:11][C:9]([O:8][CH2:1][C:2]2[CH:3]=[CH:4][CH:5]=[CH:6][CH:7]=2)=[O:10])[C:39]2[C:34](=[CH:35][CH:36]=[CH:37][CH:38]=2)[CH:33]=[CH:32][CH:31]=1 |f:1.2|. Procedure: In 8 ml of dimethylformamide (DMF) were dissolved 898 mg of benzyloxycarbonyl-L-phenylalanine and 2.05 g of Nδ,Nω -dibenzyloxycarbonyl-L-arginine 1-naphthyl ester trifluoroacetate, and to the resulting solution were added 681 mg of dicyclohexylcarbodiimide (DCC), 405 mg of 1-hydroxybenzotriazole (HOBt) and 304 mg of triethylamine (TEA) with ice-cooling and with stirring, after which the mixture was stirred for 3 hrs at the same temperature. The temperature was elevated to room temperature and th... The solvent is CN(C=O)C (dimethylformamide), C(C)N(CC)CC (triethylamine). The reactants are C(C1=CC=CC=C1)OC(=O)N[C@@H](CC1=CC=CC=C1)C(=O)O (benzyloxycarbonyl-L-phenylalanine), FC(C(=O)O)(F)F.C1(=CC=CC2=CC=CC=C12)OC([C@@H](N)CCCN(C(NC(=O)OCC1=CC=CC=C1)=N)C(=O)OCC1=CC=CC=C1)=O (Nδ,Nω -dibenzyloxycarbonyl-L-arginine 1-naphthyl ester trifluoroacetate), C1(CCCCC1)N=C=NC1CCCCC1 (dicyclohexylcarbodiimide), ON1N=NC2=C1C=CC=C2 (1-hydroxybenzotriazole). Starting materials: CCO, Cl, [Na+], C1CCOC1, [OH-], CCOC(=O)CCc1cn(Cc2ccc(OCc3csc(-c4ccco4)n3)cc2)cc1-c1ccccc1. The product is O=C(O)CCc1cn(Cc2ccc(OCc3csc(-c4ccco4)n3)cc2)cc1-c1ccccc1. As a reaction SMILES: [CH3:46][CH2:47][OH:48].[ClH:45].[Na+:39].[O:40]1[CH2:41][CH2:42][CH2:43][CH2:44]1.[OH-:38].[o:1]1[c:2](-[c:6]2[s:7][cH:8][c:9]([CH2:11][O:12][c:13]3[cH:14][cH:15][c:16]([CH2:17][n:18]4[cH:19][c:20]([CH2:29][CH2:30][C:31](=[O:32])[O:33][CH2:34][CH3:35])[c:21](-[c:23]5[cH:24][cH:25][cH:26][cH:27][cH:28]5)[cH:22]4)[cH:36][cH:37]3)[n:10]2)[cH:3][cH:4][cH:5]1>>[o:1]1[c:2](-[c:6]2[s:7][cH:8][c:9]([CH2:11][O:12][c:13]3[cH:14][cH:15][c:16]([CH2:17][n:18]4[cH:19][c:20]([CH2:29][CH2:30][C:31](=[O:32])[OH:33])[c:21](-[c:23]5[cH:24][cH:25][cH:26][cH:27][cH:28]5)[cH:22]4)[cH:36][cH:37]3)[n:10]2)[cH:3][cH:4][cH:5]1.